describe an organic reaction: reactants, conditions, products, and yield From a dataset of the Open Reaction Database (ORD), a public repository of structured organic reaction records. Starting materials: C(C)#N (acetonitrile), ClCC1=CC(=NN1CC(F)(F)F)C1=CC=C(C=C1)OC(F)(F)F (5-chloromethyl-1-(2,2,2-trifluoro-ethyl)-3-(4-trifluoromethoxy-phenyl)-1H-pyrazole). The reagents and catalysts are [C-]#N.C(CCC)[N+](CCCC)(CCCC)CCCC (tetrabutylammonium cyanide). The product is FC(CN1N=C(C=C1CC#N)C1=CC=C(C=C1)OC(F)(F)F)(F)F ([2-(2,2,2-trifluoro-ethyl)-5-(4-trifluoromethoxy-phenyl)-2H-pyrazol-3-yl]-acetonitrile). RXN SMILES: Cl[CH2:2][C:3]1[N:7]([CH2:8][C:9]([F:12])([F:11])[F:10])[N:6]=[C:5]([C:13]2[CH:18]=[CH:17][C:16]([O:19][C:20]([F:23])([F:22])[F:21])=[CH:15][CH:14]=2)[CH:4]=1.[C:24](#[N:26])C>[C-]#N.C([N+](CCCC)(CCCC)CCCC)CCC>[F:10][C:9]([F:12])([F:11])[CH2:8][N:7]1[C:3]([CH2:2][C:24]#[N:26])=[CH:4][C:5]([C:13]2[CH:18]=[CH:17][C:16]([O:19][C:20]([F:23])([F:22])[F:21])=[CH:15][CH:14]=2)=[N:6]1 |f:2.3|. Procedure details: In analogy to the procedure described for example 9 b], 5-chloromethyl-1-(2,2,2-trifluoro-ethyl)-3-(4-trifluoromethoxy-phenyl)-1H-pyrazole was reacted with tetrabutylammonium cyanide in acetonitrile to give [2-(2,2,2-trifluoro-ethyl)-5-(4-trifluoromethoxy-phenyl)-2H-pyrazol-3-yl]-acetonitrile as yellow oil. The reactants are N1[C@H](C(=O)O)CCC1 (proline), Cl(=O)(=O)(=O)[O-].CSC1=[S+]C=CS1 (2-methylthio-1,3-dithiolium perchlorate). Run in O1CCCC1 (tetrahydrofuran). The product is Cl(=O)(=O)(=O)[O-].S1C(SC=C1)=[N+]1C(CCC1)C(=O)O (1-(1,3-dithiol-2-ylidene)-2-carboxypyrrolidinium perchlorate). Isolated yield 63.0%. Reaction SMILES: [NH:1]1[CH2:8][CH2:7][CH2:6][C@H:2]1[C:3]([OH:5])=[O:4].[Cl:9]([O-:13])(=[O:12])(=[O:11])=[O:10].CS[C:16]1[S:20][CH:19]=[CH:18][S+:17]=1>O1CCCC1>[Cl:9]([O-:13])(=[O:12])(=[O:11])=[O:10].[S:17]1[CH:18]=[CH:19][S:20][C:16]1=[N+:1]1[CH2:8][CH2:7][CH2:6][CH:2]1[C:3]([OH:5])=[O:4] |f:1.2,4.5|. Reported procedure: To 80 ml of tetrahydrofuran, 1.0 g of proline was suspended, and 2.0 g of 2-methylthio-1,3-dithiolium perchlorate was gradually added thereto under stirring at room temperature. The mixture was stirred at room temperature for 1 hour, and the solvent was distilled off under reduced pressure. The residue was dissolved in a mixture comprising 50 ml of water and 50 ml of ethyl acetate. The aqueous layer was separated and the solvent was distilled off under reduced pressure, whereby 1.6 g (yield: 63%...